This data is from the Open Reaction Database (ORD), a public repository of structured organic reaction records. The task is: describe an organic reaction: reactants, conditions, products, and yield Reactants: COC(=O)c1cccc(Cc2c(C)c(OC)c(OC)c(OC)c2OC)c1OS(=O)(=O)C(F)(F)F, Cc1ccccc1, CCOC(C)=O, [Cl-], [Li+], [Na+], [Na+], O=C([O-])[O-], CC(C)(O)C(C)(C)O, OB(O)c1ccncc1. The product is COC(=O)c1cccc(Cc2c(C)c(OC)c(OC)c(OC)c2OC)c1-c1ccncc1. As a reaction SMILES: [CH3:1][O:2][c:3]1[c:4]([CH3:34])[c:5]([CH2:6][c:7]2[c:8]([O:17][S:18]([C:19]([F:20])([F:21])[F:22])(=[O:23])=[O:24])[c:9]([C:10](=[O:11])[O:12][CH3:13])[cH:14][cH:15][cH:16]2)[c:25]([O:32][CH3:33])[c:26]([O:30][CH3:31])[c:27]1[O:28][CH3:29].[CH3:60][c:61]1[cH:62][cH:63][cH:64][cH:65][cH:66]1.[CH3:67][CH2:68][O:69][C:70](=[O:71])[CH3:72].[Cl-:42].[Li+:41].[Na+:35].[Na+:36].[O-:37][C:38](=[O:39])[O-:40].[OH:43][C:44]([C:45]([OH:46])([CH3:47])[CH3:48])([CH3:49])[CH3:50].[n:51]1[cH:52][cH:53][c:54]([B:57]([OH:58])[OH:59])[cH:55][cH:56]1>>[CH3:1][O:2][c:3]1[c:4]([CH3:34])[c:5]([CH2:6][c:7]2[c:8](-[c:54]3[cH:53][cH:52][n:51][cH:56][cH:55]3)[c:9]([C:10](=[O:11])[O:12][CH3:13])[cH:14][cH:15][cH:16]2)[c:25]([O:32][CH3:33])[c:26]([O:30][CH3:31])[c:27]1[O:28][CH3:29]. Starting materials: C(C)(=O)O[C@H]1C[C@H]([C@@H]([C@H]1CCCCCCC(=O)OC)CCC(C(CCCC)(F)F)O)OC1OCCCC1 (methyl 7-[(1R,2R,3R,5S)-5-acetoxy-2-(4,4-difluoro-3-hydroxyoctyl)-3-(2-tetrahydropyranyloxy)cyclopentyl]heptanate), [OH-].[Na+] (sodium hydroxide). Solvent: C(C)O (ethanol). Product: FC(C(CC[C@@H]1[C@H]([C@H](C[C@H]1OC1OCCCC1)O)CCCCCCC(=O)O)O)(CCCC)F (7-[(1R,2R,3R,5S)-2-(4,4-difluoro-3-hydroxyoctyl)-5-hydroxy-3-(2-tetrahydropyranyloxy)cyclopentyl]heptanoic acid). As a reaction SMILES: C([O:4][C@@H:5]1[C@H:9]([CH2:10][CH2:11][CH2:12][CH2:13][CH2:14][CH2:15][C:16]([O:18]C)=[O:17])[C@@H:8]([CH2:20][CH2:21][CH:22]([OH:30])[C:23]([F:29])([F:28])[CH2:24][CH2:25][CH2:26][CH3:27])[C@H:7]([O:31][CH:32]2[CH2:37][CH2:36][CH2:35][CH2:34][O:33]2)[CH2:6]1)(=O)C.[OH-].[Na+]>C(O)C>[F:29][C:23]([F:28])([CH2:24][CH2:25][CH2:26][CH3:27])[CH:22]([OH:30])[CH2:21][CH2:20][C@H:8]1[C@H:7]([O:31][CH:32]2[CH2:37][CH2:36][CH2:35][CH2:34][O:33]2)[CH2:6][C@H:5]([OH:4])[C@@H:9]1[CH2:10][CH2:11][CH2:12][CH2:13][CH2:14][CH2:15][C:16]([OH:18])=[O:17] |f:1.2|. Procedure: A solution of methyl 7-[(1R,2R,3R,5S)-5-acetoxy-2-(4,4-difluoro-3-hydroxyoctyl)-3-(2-tetrahydropyranyloxy)cyclopentyl]heptanate (16) (70.62 g, 132.1 mmol) in ethanol (213 ml) was cooled on ice, and an 8N-sodium hydroxide aqueous solution (132 ml, 1056 mmol) was added thereto drop wise. After stirring at room temperature for approximately hours, the reaction mixture was concentrated under reduced pressure. The residue was supplemented with water (280 ml) and t-butyl methyl ether (141 ml), and coo... Starting materials: C(C)OC(\C(=C\CC(C)C)\C1=CC=C(C=C1)SC)=O ((E)-5-methyl-2-(4-methylsulfanyl-phenyl)-hex-2-enoic acid ethyl ester), OOS(=O)[O-].[K+] (oxone), CO (methanol). Yields the product C(C)OC(\C(=C\CC(C)C)\C1=CC=C(C=C1)S(=O)(=O)C)=O ((E)-2-(4-Methanesulfonyl-phenyl)-5-methyl-hex-2-enoic acid ethyl ester). RXN SMILES: [CH2:1]([O:3][C:4](=[O:19])/[C:5](/[C:11]1[CH:16]=[CH:15][C:14](SC)=[CH:13][CH:12]=1)=[CH:6]/[CH2:7][CH:8]([CH3:10])[CH3:9])[CH3:2].O[O:21][S:22]([O-:24])=O.[K+].[CH3:26]O>>[CH2:1]([O:3][C:4](=[O:19])/[C:5](/[C:11]1[CH:12]=[CH:13][C:14]([S:22]([CH3:26])(=[O:24])=[O:21])=[CH:15][CH:16]=1)=[CH:6]/[CH2:7][CH:8]([CH3:10])[CH3:9])[CH3:2] |f:1.2|. Procedure details: Following the method of example 54d, oxidation of (E)-5-methyl-2-(4-methylsulfanyl-phenyl)-hex-2-enoic acid ethyl ester (840 mg, 3.01 mmol) with oxone® (2.4 g, 3.9 mmol) in methanol gives the title compound as a yellow oil (848 mg). MS (m/e): 311 (M+H). Starting materials: C(C)(C)(C)C1=CC(=C(C=N1)C=1N([C@]([C@](N1)(C)C1=CC=C(C=C1)Cl)(C)C1=CC=C(C=C1)Cl)C(=O)N1CCC(CC1)CC(=O)O)OCC ({1-[(4S,5R)-2-(6-tert-butyl-4-ethoxy-pyridin-3-yl)-4,5-bis-(4-chloro-phenyl)-4,5-dimethyl-4,5-dihydro-imidazole-1-carbonyl]-piperidin-4-yl}-acetic acid), FC=1C(=C(CN)C=CC1)C (N-(3-fluoro-2-methyl-benzyl)-amine). Product: C(C)(C)(C)C1=CC(=C(C=N1)C=1N([C@]([C@](N1)(C)C1=CC=C(C=C1)Cl)(C)C1=CC=C(C=C1)Cl)C(=O)N1CCC(CC1)CC(=O)NCC1=C(C(=CC=C1)F)C)OCC (2-{1-[(4S,5R)-2-(6-tert-Butyl-4-ethoxy-pyridin-3-yl)-4,5-bis-(4-chloro-phenyl)-4,5-dimethyl-4,5-dihydro-imidazole-1-carbonyl]-piperidin-4-yl}-N-(3-fluoro-2-methyl-benzyl)-acetamide). Reaction SMILES: [C:1]([C:5]1[N:10]=[CH:9][C:8]([C:11]2[N:12]([C:32]([N:34]3[CH2:39][CH2:38][CH:37]([CH2:40][C:41]([OH:43])=O)[CH2:36][CH2:35]3)=[O:33])[C@@:13]([C:25]3[CH:30]=[CH:29][C:28]([Cl:31])=[CH:27][CH:26]=3)([CH3:24])[C@@:14]([C:17]3[CH:22]=[CH:21][C:20]([Cl:23])=[CH:19][CH:18]=3)([CH3:16])[N:15]=2)=[C:7]([O:44][CH2:45][CH3:46])[CH:6]=1)([CH3:4])([CH3:3])[CH3:2].[F:47][C:48]1[C:49]([CH3:56])=[C:50]([CH:53]=[CH:54][CH:55]=1)[CH2:51][NH2:52]>>[C:1]([C:5]1[N:10]=[CH:9][C:8]([C:11]2[N:12]([C:32]([N:34]3[CH2:35][CH2:36][CH:37]([CH2:40][C:41]([NH:52][CH2:51][C:50]4[CH:53]=[CH:54][CH:55]=[C:48]([F:47])[C:49]=4[CH3:56])=[O:43])[CH2:38][CH2:39]3)=[O:33])[C@@:13]([C:25]3[CH:26]=[CH:27][C:28]([Cl:31])=[CH:29][CH:30]=3)([CH3:24])[C@@:14]([C:17]3[CH:18]=[CH:19][C:20]([Cl:23])=[CH:21][CH:22]=3)([CH3:16])[N:15]=2)=[C:7]([O:44][CH2:45][CH3:46])[CH:6]=1)([CH3:4])([CH3:2])[CH3:3]. Procedure: In a manner analogous to the method described in example 163, {1-[(4S,5R)-2-(6-tert-butyl-4-ethoxy-pyridin-3-yl)-4,5-bis-(4-chloro-phenyl)-4,5-dimethyl-4,5-dihydro-imidazole-1-carbonyl]-piperidin-4-yl}-acetic acid was reacted with N-(3-fluoro-2-methyl-benzyl)-amine (Alfa) to give the title compound. LC-MS (ES+) 786 [(M+H)+]. Reactants: C(CCC)N(C([C@H](C(C)C)NS(=O)(=O)C)=O)CC1=CC=C(C=C1)C1=C(C=CC=C1)C#N (2-(S)-methanesulfonylamino-3-methylbutanoic acid N-butyl-N-(2'-cyanobiphenyl-4-ylmethyl)amide), C(CCC)[Sn](CCCC)(CCCC)N=[N+]=[N-] (tributyltin azide). Product: C(CCC)N(C([C@H](C(C)C)NS(=O)(=O)C)=O)CC1=CC=C(C=C1)C1=C(C=CC=C1)C1=NN=NN1 (2-(S)-methanesulfonylamino-3-methyl-butanoic acid N-butyl-N-[2'-(1H-tetrazol-5-yl)biphenyl-4-ylmethyl]-amide). Reaction SMILES: [CH2:1]([N:5]([CH2:17][C:18]1[CH:23]=[CH:22][C:21]([C:24]2[CH:29]=[CH:28][CH:27]=[CH:26][C:25]=2[C:30]#[N:31])=[CH:20][CH:19]=1)[C:6](=[O:16])[C@@H:7]([NH:11][S:12]([CH3:15])(=[O:14])=[O:13])[CH:8]([CH3:10])[CH3:9])[CH2:2][CH2:3][CH3:4].C([Sn]([N:45]=[N+:46]=[N-:47])(CCCC)CCCC)CCC>>[CH2:1]([N:5]([CH2:17][C:18]1[CH:23]=[CH:22][C:21]([C:24]2[CH:29]=[CH:28][CH:27]=[CH:26][C:25]=2[C:30]2[NH:47][N:46]=[N:45][N:31]=2)=[CH:20][CH:19]=1)[C:6](=[O:16])[C@@H:7]([NH:11][S:12]([CH3:15])(=[O:14])=[O:13])[CH:8]([CH3:9])[CH3:10])[CH2:2][CH2:3][CH3:4]. Procedure details: Analogously to Example 20 and using 2.2 g (5 mmol) of 2-(S)-methanesulfonylamino-3-methylbutanoic acid N-butyl-N-(2'-cyanobiphenyl-4-ylmethyl)amide and 2.5 g (7.5 mmol) of tributyltin azide, the title compound is obtained in the form of a light-coloured foam that has an Rf value of 0.45 [toluene/isopropanol/glacial acetic acid (170:30:2)]. The reactants are Cl.NO (hydroxylamine hydrochloride), C(C)OC(CC(C1=CC=C(C=C1)OC)=O)=O (4-methoxybenzoylacetic acid ethylester). The product is COC1=CC=C(C=C1)C1=CC(=NO1)O (5-(4-methoxyphenyl)-3-hydroxyisoxazole). RXN SMILES: Cl.[NH2:2]O.C([O:6][C:7](=O)[CH2:8][C:9](=[O:18])[C:10]1[CH:15]=[CH:14][C:13]([O:16][CH3:17])=[CH:12][CH:11]=1)C>>[CH3:17][O:16][C:13]1[CH:14]=[CH:15][C:10]([C:9]2[O:18][N:2]=[C:7]([OH:6])[CH:8]=2)=[CH:11][CH:12]=1 |f:0.1|. Reported procedure: The above-identified compound was synthesized according to the process of (Example 2) using hydroxylamine hydrochloride and 4-methoxybenzoylacetic acid ethylester. Starting materials: ClC1=C(C(=CC=C1)Cl)C1=CC(=NO1)C1=CC=C(C=C1)[N+](=O)[O-] (5-(2,6-dichlorophenyl)-3-(4-nitrophenyl)isoxazole), P12(=S)SP3(=S)SP(=S)(S1)SP(=S)(S2)S3 (diphosphorus pentasulfide), N (ammonia). The product is ClC1=C(C(=CC=C1)Cl)C1=CC(=NS1)C1=CC=C(C=C1)[N+](=O)[O-] (5-(2,6-dichlorophenyl)-3-(4-nitrophenyl)isothiazole). As a reaction SMILES: [Cl:1][C:2]1[CH:7]=[CH:6][CH:5]=[C:4]([Cl:8])[C:3]=1[C:9]1O[N:12]=[C:11]([C:14]2[CH:19]=[CH:18][C:17]([N+:20]([O-:22])=[O:21])=[CH:16][CH:15]=2)[CH:10]=1.P12(SP3(SP(SP(S3)(S1)=S)(=S)S2)=S)=[S:24].N>>[Cl:1][C:2]1[CH:7]=[CH:6][CH:5]=[C:4]([Cl:8])[C:3]=1[C:9]1[S:24][N:12]=[C:11]([C:14]2[CH:19]=[CH:18][C:17]([N+:20]([O-:22])=[O:21])=[CH:16][CH:15]=2)[CH:10]=1. Reported procedure: By the method of Tetrahedron, 1992, 48, 8127-8142 the substance 5-(2,6-dichlorophenyl)-3-(4-nitrophenyl)isoxazole can be treated with diphosphorus pentasulfide followed by aqueous or ethanolic ammonia quench to produce 5-(2,6-dichlorophenyl)-3-(4-nitrophenyl)isothiazole. The nitrophenyl group can be reduced to the corresponding aniline with tin (II) dichloride or iron powder and ammonium chloride. This aniline can then be treated with 2,2-dichloroacetyl chloride and triethylamine to yield 2,2-di... Reactants: CCN(C(C)C)C(C)C, FC(F)(F)c1nnc2ccc(Cl)nn12, CC(C)(C)OC(=O)N1CCN(CCCOc2ccc(C3CCNCC3)cc2)CC1, CN(C)C=O. Product: CC(C)(C)OC(=O)N1CCN(CCCOc2ccc(C3CCN(c4ccc5nnc(C(F)(F)F)n5n4)CC3)cc2)CC1. Reaction SMILES: [CH:1]([N:2]([CH2:3][CH3:4])[CH:5]([CH3:6])[CH3:7])([CH3:8])[CH3:9].[Cl:10][c:11]1[cH:12][cH:13][c:14]2[n:15]([n:16]1)[c:17]([C:20]([F:21])([F:22])[F:23])[n:18][n:19]2.[NH:24]1[CH2:25][CH2:26][CH:27]([c:30]2[cH:31][cH:32][c:33]([O:34][CH2:35][CH2:36][CH2:37][N:38]3[CH2:39][CH2:40][N:41]([C:44](=[O:45])[O:46][C:47]([CH3:48])([CH3:49])[CH3:50])[CH2:42][CH2:43]3)[cH:51][cH:52]2)[CH2:28][CH2:29]1.[O:53]=[CH:54][N:55]([CH3:56])[CH3:57]>>[c:11]1([N:24]2[CH2:25][CH2:26][CH:27]([c:30]3[cH:31][cH:32][c:33]([O:34][CH2:35][CH2:36][CH2:37][N:38]4[CH2:39][CH2:40][N:41]([C:44](=[O:45])[O:46][C:47]([CH3:48])([CH3:49])[CH3:50])[CH2:42][CH2:43]4)[cH:51][cH:52]3)[CH2:28][CH2:29]2)[cH:12][cH:13][c:14]2[n:15]([n:16]1)[c:17]([C:20]([F:21])([F:22])[F:23])[n:18][n:19]2.